The task is: describe an organic reaction: reactants, conditions, products, and yield. This data is from the Open Reaction Database (ORD), a public repository of structured organic reaction records. Reactants: CNC, CN(C)C=O, CCN(C(C)C)C(C)C, Cl, Nc1c(Cl)cc(-c2cc(=O)c3c(N)c(F)c(COC(=O)CCl)c(F)c3o2)cc1Cl, O. Product: CN(C)CC(=O)OCc1c(F)c(N)c2c(=O)cc(-c3cc(Cl)c(N)c(Cl)c3)oc2c1F. As a reaction SMILES: [CH3:31][NH:32][CH3:33].[CH3:44][N:45]([CH3:46])[CH:47]=[O:48].[CH:34]([N:35]([CH:36]([CH3:37])[CH3:38])[CH2:39][CH3:40])([CH3:41])[CH3:42].[ClH:30].[NH2:1][c:2]1[c:3]([F:29])[c:4]([CH2:23][O:24][C:25]([CH2:26][Cl:27])=[O:28])[c:5]([F:22])[c:6]2[c:7]1[c:8](=[O:21])[cH:9][c:10](-[c:12]1[cH:13][c:14]([Cl:20])[c:15]([NH2:19])[c:16]([Cl:18])[cH:17]1)[o:11]2.[OH2:43]>>[NH2:1][c:2]1[c:3]([F:29])[c:4]([CH2:23][O:24][C:25]([CH2:26][N:32]([CH3:31])[CH3:33])=[O:28])[c:5]([F:22])[c:6]2[c:7]1[c:8](=[O:21])[cH:9][c:10](-[c:12]1[cH:13][c:14]([Cl:20])[c:15]([NH2:19])[c:16]([Cl:18])[cH:17]1)[o:11]2.